Dataset: the Open Reaction Database (ORD), a public repository of structured organic reaction records. Task: describe an organic reaction: reactants, conditions, products, and yield Starting materials: NC1(CCN(CC1)CCCCC1(OCCO1)C1=C(C=CC(=C1)Cl)OC)C#N (4-amino-1-[5-(5-chloro-2-methoxyphenyl)-5,5-ethylenedioxypentyl]piperidine-4-carbonitrile), S(O)(O)(=O)=O (sulfuric acid). The solvent is O (water), O (water). Run at temperature 0 celsius. Yields the product NC1(CCN(CC1)CCCCC(=O)C1=C(C=CC(=C1)Cl)OC)C(=O)N (4-amino-1-[5-(5-chloro-2-methoxyphenyl)-5-oxopentyl]piperidine-4-carboxamide). As a reaction SMILES: [NH2:1][C:2]1([C:26]#[N:27])[CH2:7][CH2:6][N:5]([CH2:8][CH2:9][CH2:10][CH2:11][C:12]2([C:17]3[CH:22]=[C:21]([Cl:23])[CH:20]=[CH:19][C:18]=3[O:24][CH3:25])OCC[O:13]2)[CH2:4][CH2:3]1.S(=O)(=O)(O)[OH:29]>O>[NH2:1][C:2]1([C:26]([NH2:27])=[O:29])[CH2:7][CH2:6][N:5]([CH2:8][CH2:9][CH2:10][CH2:11][C:12]([C:17]2[CH:22]=[C:21]([Cl:23])[CH:20]=[CH:19][C:18]=2[O:24][CH3:25])=[O:13])[CH2:4][CH2:3]1. Reported procedure: A mixture of 4-amino-1-[5-(5-chloro-2-methoxyphenyl)-5,5-ethylenedioxypentyl]piperidine-4-carbonitrile (5.2 g, 13.1 mmol), prepared as in Example 20, water (1.6 mL) and sulfuric acid (41 mL) was warmed approximately 5 minutes on a steam bath and then cooled to 0° C. and diluted with water (150 mL). The mixture was washed with ethyl acetate (2×), cooled to 0° C. treated with potassium hydroxide, filtered, washed with chloroform and extracted with methylene chloride (4×). The combined extracts wer...